This data is from the Open Reaction Database (ORD), a public repository of structured organic reaction records. The task is: describe an organic reaction: reactants, conditions, products, and yield Starting materials: C(#N)C1=CC(=NC=C1)C=O (4-cyano-2-pyridinecarboxaldehyde), OCC1=NC=CC(=C1)C (2-hydroxymethyl-4-methylpyridine). Product: CC1=CC(=NC=C1)C=O (4-methyl-2-pyridinecarboxaldehyde). Isolated yield 78.0%. Reaction SMILES: [C:1]([C:3]1[CH:8]=[CH:7][N:6]=[C:5]([CH:9]=[O:10])[CH:4]=1)#N.OCC1C=C(C)C=CN=1>>[CH3:1][C:3]1[CH:8]=[CH:7][N:6]=[C:5]([CH:9]=[O:10])[CH:4]=1. Procedure details: In a manner similar to that described for the preparation of 4-cyano-2-pyridinecarboxaldehyde, 2-hydroxymethyl-4-methylpyridine (2.60 g, 21.14 mmol) provided 2.0 g (78%) of the 4-methyl-2-pyridinecarboxaldehyde. Reactants: ClC1=NC(=NC(=C1)C(F)(F)F)C=1C=NC=CC1 (4-chloro-2-(3-pyridinyl)-6-(trifluoromethyl)pyrimidine), NC=1C=C(C=CC1OC)C(F)(F)F (3-amino-4-methoxybenzotrifluoride). Product: COC1=C(NC2=NC(=NC(=C2)C(F)(F)F)C=2C=NC=CC2)C=C(C=C1)C(F)(F)F (4-(2-Methoxy-5-trifluoromethylanilino)-2-(3-pyridinyl)-6-(trifluoromethyl)pyrimidine), solid. Yield: 70.0%. Reaction SMILES: Cl[C:2]1[CH:7]=[C:6]([C:8]([F:11])([F:10])[F:9])[N:5]=[C:4]([C:12]2[CH:13]=[N:14][CH:15]=[CH:16][CH:17]=2)[N:3]=1.[NH2:18][C:19]1[CH:20]=[C:21]([C:27]([F:30])([F:29])[F:28])[CH:22]=[CH:23][C:24]=1[O:25][CH3:26]>>[CH3:26][O:25][C:24]1[CH:23]=[CH:22][C:21]([C:27]([F:28])([F:29])[F:30])=[CH:20][C:19]=1[NH:18][C:2]1[CH:7]=[C:6]([C:8]([F:11])([F:10])[F:9])[N:5]=[C:4]([C:12]2[CH:13]=[N:14][CH:15]=[CH:16][CH:17]=2)[N:3]=1. Reported procedure: The title compound was prepared from a mixture of 4-chloro-2-(3-pyridinyl)-6-(trifluoromethyl)pyrimidine (50 mg, 0.193 mmol) and 3-amino-4-methoxybenzotrifluoride (55 mg, 0.290 mmol) similar to Example 58 and isolated as a yellow solid (56 mg, 70%). 1H NMR (CDCl3): 9.66 (dd, J=0.6, 2.1 Hz, 1H), 8.95 (s, 1H), 8.75 (dd, J=1.8, 4.8 Hz, 1H), 8.73–8.69 (m, 1H), 7.67 (s, 1H), 7.46–7.42 (m, 1H), 7.41–7.37 (m, 1H), 7.01 (d, J=8.4 Hz, 1H), 6.93 (s, 1H), 3.99 (s, 3H). Reactants: O.C1(=CC=C(C=C1)S(=O)(=O)O)C (p-toluenesulfonic acid monohydrate). Solvent: C1=CC=CC=C1 (benzene). Product: C(C)(C)=C1C(C2=CC=CC=C2C1)=O (2-i-Propylidene-1-indanone). Reaction SMILES: [OH2:1].[C:2]1([CH3:12])[CH:7]=[CH:6][C:5](S(O)(=O)=O)=[CH:4][CH:3]=1>C1C=CC=CC=1>[C:2](=[C:3]1[CH2:4][C:7]2[C:2](=[CH:3][CH:4]=[CH:5][CH:6]=2)[C:12]1=[O:1])([CH3:12])[CH3:7] |f:0.1|. Reported procedure: The reaction mixture was dissolved in 300 ml of benzene and 4.2 g of p-toluenesulfonic acid monohydrate was added to the solution and refluxed for 2 hours for component distillation. The product was used in the subsequent reaction without purification. The reactants are C(=O)(OC(C)(C)C)N1[C@H](CNC[C@H]1C)C (cis-N-Boc-2,6-dimethyl-piperazine), ClC1=CC=C(CCl)C=C1 (4-chloro-benzyl chloride). The product is Cl.ClC1=CC=C(COC(=O)N2[C@H](CNC[C@H]2C)C)C=C1 (cis-2,6-Dimethyl-piperazine-1-carboxylic acid 4-chloro-benzyl ester hydrochloride). As a reaction SMILES: [C:1]([N:8]1[C@H:13]([CH3:14])[CH2:12][NH:11][CH2:10][C@@H:9]1[CH3:15])([O:3][C:4]([CH3:7])(C)C)=[O:2].[Cl:16][C:17]1[CH:24]=[CH:23]C(CCl)=[CH:19][CH:18]=1>>[ClH:16].[Cl:16][C:17]1[CH:24]=[CH:23][C:7]([CH2:4][O:3][C:1]([N:8]2[C@H:9]([CH3:15])[CH2:10][NH:11][CH2:12][C@@H:13]2[CH3:14])=[O:2])=[CH:19][CH:18]=1 |f:2.3|. Reported procedure: Prepared in analogy to Example 25 with cis-N-Boc-2,6-dimethyl-piperazine and 4-chloro-benzyl chloride. Colourless powder, 1H-NMR (d6-DMSO): 1.30 d 7.2 Hz, 6H; 3.0–3.25 m, 4H and 4.2–4.4 m, 2H; 5.11 s, 2H; 7.35–7.55 AB-system, 4H; 9.5 br, 2H. MS (ISP): 283.1 (M+H)+. Reactants: COCCOC, CCCCCCCCCCCC, O=[N+]([O-])c1ccccc1Cl, [K+], [K+], [K+], O=C(C=Cc1ccccc1)C=Cc1ccccc1, O=C(C=Cc1ccccc1)C=Cc1ccccc1, O=C(C=Cc1ccccc1)C=Cc1ccccc1, O=P([O-])([O-])[O-], [Pd], [Pd], c1ccc2[nH]ccc2c1. The product is O=[N+]([O-])c1ccccc1-n1ccc2ccccc21. As a reaction SMILES: [CH3:28][O:29][CH2:30][CH2:31][O:32][CH3:33].[CH3:34][CH2:35][CH2:36][CH2:37][CH2:38][CH2:39][CH2:40][CH2:41][CH2:42][CH2:43][CH2:44][CH3:45].[Cl:9][c:10]1[c:11]([N+:16](=[O:17])[O-:18])[cH:12][cH:13][cH:14][cH:15]1.[K+:6].[K+:7].[K+:8].[O:48]=[C:49]([CH:50]=[CH:51][c:52]1[cH:53][cH:54][cH:55][cH:56][cH:57]1)[CH:58]=[CH:59][c:60]1[cH:61][cH:62][cH:63][cH:64][cH:65]1.[O:66]=[C:67]([CH:68]=[CH:69][c:70]1[cH:71][cH:72][cH:73][cH:74][cH:75]1)[CH:76]=[CH:77][c:78]1[cH:79][cH:80][cH:81][cH:82][cH:83]1.[O:84]=[C:85]([CH:86]=[CH:87][c:88]1[cH:89][cH:90][cH:91][cH:92][cH:93]1)[CH:94]=[CH:95][c:96]1[cH:97][cH:98][cH:99][cH:100][cH:101]1.[P:1]([O-:2])([O-:3])([O-:4])=[O:5].[Pd:46].[Pd:47].[nH:19]1[cH:20][cH:21][c:22]2[cH:23][cH:24][cH:25][cH:26][c:27]12>>[c:10]1(-[n:19]2[cH:20][cH:21][c:22]3[cH:23][cH:24][cH:25][cH:26][c:27]23)[c:11]([N+:16](=[O:17])[O-:18])[cH:12][cH:13][cH:14][cH:15]1. Yield: 62.5%. Conditions: time 30 minute. The reactants are N1N=C(C=C1)C=1C=NC=CC1 (3-(1H pyrazol-3-yl)-pyridine), BrCCCCN1C(C2=CC=CC=C2C1=O)=O (2-(4-bromobutyl)-1H -isoindole-1,3(2H)-dione), [H-].[Na+] (sodium hydride). The product is N1=CC(=CC=C1)C1=NN(C=C1)CCCCN1C(C2=CC=CC=C2C1=O)=O (2-[4-[3-(3-pyridinyl)-1H-pyrazol-1-yl]butyl]-1H -isoindole-1,3(2H)-dione). Run in CN(C)C=O (DMF), CN(C)C=O (DMF). Reaction SMILES: [NH:1]1[CH:5]=[CH:4][C:3]([C:6]2[CH:7]=[N:8][CH:9]=[CH:10][CH:11]=2)=[N:2]1.[H-].[Na+].Br[CH2:15][CH2:16][CH2:17][CH2:18][N:19]1[C:27](=[O:28])[C:26]2[C:21](=[CH:22][CH:23]=[CH:24][CH:25]=2)[C:20]1=[O:29]>CN(C=O)C>[N:8]1[CH:9]=[CH:10][CH:11]=[C:6]([C:3]2[CH:4]=[CH:5][N:1]([CH2:15][CH2:16][CH2:17][CH2:18][N:19]3[C:27](=[O:28])[C:26]4[C:21](=[CH:22][CH:23]=[CH:24][CH:25]=4)[C:20]3=[O:29])[N:2]=2)[CH:7]=1 |f:1.2|. Reported procedure: 15.45 g of 3-(1H pyrazol-3-yl)-pyridine prepared as indicated in CA 68 P 95812 g (1968) is introduced dropwise over 1 hour while maintaining the temperature below 30° C. or equal to 30° C. into a mixture of 20 ml of DMF and 6.13 g of sodium hydride. A solution of 29.90 g of 2-(4-bromobutyl)-1H -isoindole-1,3(2H)-dione and 110 ml of DMF is added dropwise. The reaction medium is agitated for 30 minutes at ambient temperature, followed by concentrating, pouring into 300 ml of water cooled down to 1... The reactants are BrCCCCCOCc1ccccc1, O=C1CC2CC3(CC2C1)OCCO3, BrCCCCCBr, CCOCC, [Cl-], [Mg], [NH4+], OCc1ccccc1. Product: OC1(CCCCCOCc2ccccc2)CC2CC3(CC2C1)OCCO3. Reaction SMILES: [CH2:14]([c:15]1[cH:16][cH:17][cH:18][cH:19][cH:20]1)[O:21][CH2:22][CH2:23][CH2:24][CH2:25][CH2:26][Br:27].[CH2:1]1[O:2][C:3]2([CH2:4][CH:5]3[CH2:6][C:7](=[O:11])[CH2:8][CH:9]3[CH2:10]2)[O:12][CH2:13]1.[CH2:29]([Br:30])[CH2:31][CH2:32][CH2:33][CH2:34][Br:35].[CH3:46][CH2:47][O:48][CH2:49][CH3:50].[Cl-:44].[Mg:28].[NH4+:45].[OH:36][CH2:37][c:38]1[cH:39][cH:40][cH:41][cH:42][cH:43]1>>[CH2:1]1[O:2][C:3]2([CH2:4][CH:5]3[CH2:6][C:7]([OH:11])([CH2:26][CH2:25][CH2:24][CH2:23][CH2:22][O:21][CH2:14][c:15]4[cH:16][cH:17][cH:18][cH:19][cH:20]4)[CH2:8][CH:9]3[CH2:10]2)[O:12][CH2:13]1. Reactants: Br, Cc1ccccc1, Cc1c(C)c2c(c(C)c1OCc1ccccc1)CC(CCO)O2, c1ccc(P(c2ccccc2)c2ccccc2)cc1, c1c[nH]cn1. Product: O=P(c1ccccc1)(c1ccccc1)c1ccccc1. Reaction SMILES: [Br:1].[CH3:49][c:50]1[cH:51][cH:52][cH:53][cH:54][cH:55]1.[OH:2][CH2:3][CH2:4][CH:5]1[CH2:6][c:7]2[c:8]([CH3:9])[c:10]([O:11][CH2:12][c:13]3[cH:14][cH:15][cH:16][cH:17][cH:18]3)[c:19]([CH3:20])[c:21]([CH3:22])[c:23]2[O:24]1.[c:25]1([P:31]([c:32]2[cH:33][cH:34][cH:35][cH:36][cH:37]2)[c:38]2[cH:39][cH:40][cH:41][cH:42][cH:43]2)[cH:26][cH:27][cH:28][cH:29][cH:30]1.[nH:44]1[cH:45][cH:46][n:47][cH:48]1>>[O:2]=[P:31]([c:25]1[cH:26][cH:27][cH:28][cH:29][cH:30]1)([c:32]1[cH:33][cH:34][cH:35][cH:36][cH:37]1)[c:38]1[cH:39][cH:40][cH:41][cH:42][cH:43]1. The reactants are O=C([O-])[O-], CS(C)=O, [Cs+], [Cs+], Fc1ncccc1C(F)(F)F, O, CCOC(=O)c1ccc(O)cc1. Yields the product CCOC(=O)c1ccc(Oc2ncccc2C(F)(F)F)cc1. Reaction SMILES: [C:12](=[O:13])([O-:14])[O-:15].[CH3:30][S:31]([CH3:32])=[O:33].[Cs+:16].[Cs+:17].[F:1][c:2]1[n:3][cH:4][cH:5][cH:6][c:7]1[C:8]([F:9])([F:10])[F:11].[OH2:34].[OH:18][c:19]1[cH:20][cH:21][c:22]([C:23](=[O:24])[O:25][CH2:26][CH3:27])[cH:28][cH:29]1>>[c:2]1([O:18][c:19]2[cH:20][cH:21][c:22]([C:23](=[O:24])[O:25][CH2:26][CH3:27])[cH:28][cH:29]2)[n:3][cH:4][cH:5][cH:6][c:7]1[C:8]([F:9])([F:10])[F:11].